From a dataset of the Open Reaction Database (ORD), a public repository of structured organic reaction records. describe an organic reaction: reactants, conditions, products, and yield The reactants are C[O-].[Na+] (sodium methoxide), CC(C)(S)C (1,1-dimethylethanethiol), BrCC1=C(C(=O)OC)C=CC=C1[N+](=O)[O-] (methyl 2-bromomethyl-3-nitrobenzoate). The solvent is CO (methanol). Product: CC(C)(SCC1=C(C(=O)OC)C=CC=C1[N+](=O)[O-])C (methyl 2-[(1,1-dimethylethylthio)methyl]-3-nitrobenzoate). The yield is 92.0%. RXN SMILES: C[O-].[Na+].[CH3:4][C:5]([CH3:8])([SH:7])[CH3:6].Br[CH2:10][C:11]1[C:20]([N+:21]([O-:23])=[O:22])=[CH:19][CH:18]=[CH:17][C:12]=1[C:13]([O:15][CH3:16])=[O:14]>CO>[CH3:4][C:5]([CH3:8])([S:7][CH2:10][C:11]1[C:20]([N+:21]([O-:23])=[O:22])=[CH:19][CH:18]=[CH:17][C:12]=1[C:13]([O:15][CH3:16])=[O:14])[CH3:6] |f:0.1|. Procedure details: To a solution of 34.7 g of sodium methoxide in 600 ml methanol was added 57.9 g of 1,1-dimethylethanethiol below 25°. The resulting solution was stirred one hour before the portionwise addition of 172.7 g of methyl 2-bromomethyl-3-nitrobenzoate. The resulting suspension was refluxed two hours. The mixture was cooled, and the solvent evaporated in vacuo. The residual oil was partitioned between ether and water. The organic solution was washed twice with 2.5% sodium hydroxide solution, twice with ... Starting materials: Cn1cc(Br)ccc1=O, C1COCCO1, CC(c1ccc(B2OC(C)(C)C(C)(C)O2)cc1)N1CCC(CC(C)(C)O)(c2ccccc2)OC1=O, Cl[Pd]Cl, c1ccc(P(c2ccccc2)c2ccccc2)cc1, c1ccc(P(c2ccccc2)c2ccccc2)cc1. The product is CC(c1ccc(-c2ccc(=O)n(C)c2)cc1)N1CCC(CC(C)(C)O)(c2ccccc2)OC1=O. As a reaction SMILES: [Br:36][c:37]1[cH:38][cH:39][c:40](=[O:44])[n:41]([CH3:43])[cH:42]1.[CH2:45]1[O:46][CH2:47][CH2:48][O:49][CH2:50]1.[OH:1][C:2]([CH2:3][C:4]1([c:28]2[cH:29][cH:30][cH:31][cH:32][cH:33]2)[CH2:5][CH2:6][N:7]([CH:11]([CH3:12])[c:13]2[cH:14][cH:15][c:16]([B:19]3[O:20][C:21]([CH3:22])([CH3:23])[C:24]([CH3:25])([CH3:26])[O:27]3)[cH:17][cH:18]2)[C:8](=[O:10])[O:9]1)([CH3:34])[CH3:35].[Pd:51]([Cl:52])[Cl:53].[c:54]1([P:55]([c:56]2[cH:57][cH:58][cH:59][cH:60][cH:61]2)[c:62]2[cH:63][cH:64][cH:65][cH:66][cH:67]2)[cH:68][cH:69][cH:70][cH:71][cH:72]1.[c:73]1([P:74]([c:75]2[cH:76][cH:77][cH:78][cH:79][cH:80]2)[c:81]2[cH:82][cH:83][cH:84][cH:85][cH:86]2)[cH:87][cH:88][cH:89][cH:90][cH:91]1>>[OH:1][C:2]([CH2:3][C:4]1([c:28]2[cH:29][cH:30][cH:31][cH:32][cH:33]2)[CH2:5][CH2:6][N:7]([CH:11]([CH3:12])[c:13]2[cH:14][cH:15][c:16](-[c:37]3[cH:38][cH:39][c:40](=[O:44])[n:41]([CH3:43])[cH:42]3)[cH:17][cH:18]2)[C:8](=[O:10])[O:9]1)([CH3:34])[CH3:35]. The reactants are acid chloride, C([O-])([O-])=O.[K+].[K+] (potassium carbonate), NC(CO)(C)C (2-amino-2-methyl-1-propanol), S(=O)(Cl)Cl (thionyl chloride), C(=O)(O)C=1C=C2COC(=O)C2=CC1 (5-carboxyphthalide), S(=O)(Cl)Cl (thionyl chloride), amide, amide, acid chloride. Solvent: O1CCCC1 (tetrahydrofuran), O1CCCC1 (tetrahydrofuran), CN(C(C)=O)C (N,N-dimethylacetamide), O1CCCC1 (tetrahydrofuran), O (water), C1(=CC=CC=C1)C (toluene). Reaction conditions: temperature 60 celsius, time 6 hour. The product is CC1(N=C(OC1)C=1C=C2COC(C2=CC1)=O)C (4,4-Dimethyl-2-(1-oxo-1,3-dihydroisobenzofuran-5-yl)oxazoline). Isolated yield 59.8%. RXN SMILES: S(Cl)(Cl)=O.[C:5]([C:8]1[CH:9]=[C:10]2[C:15](=[CH:16][CH:17]=1)[C:13](=[O:14])[O:12][CH2:11]2)([OH:7])=O.C(=O)([O-])[O-].[K+].[K+].[NH2:24][C:25]([CH3:29])([CH3:28])[CH2:26]O>O1CCCC1.O.C1(C)C=CC=CC=1.CN(C)C(=O)C>[CH3:26][C:25]1([CH3:29])[CH2:28][O:7][C:5]([C:8]2[CH:9]=[C:10]3[C:15](=[CH:16][CH:17]=2)[C:13](=[O:14])[O:12][CH2:11]3)=[N:24]1 |f:2.3.4|. Reported procedure: To a mixture of thionyl chloride (25 ml, 0.344 mol) and N,N-dimethylacetamide (0.2 ml), 5-carboxyphthalide (5 g, 0.028 mol) is added. The stirred mixture is heated 30 minutes at 60° C. and is then brought to reflux (about 80° C.) and kept under these conditions for 6 hours. The thionyl chloride is distilled off in vacuo to an inner temperature of about 90° C. The concentrated mixture is taken up with toluene (25 ml) and distilled in vacuo leaving a residue, which is taken up again twice with of ... Starting materials: Cl.C(CCCCC)C=1C=NC(=NC1)O (5-hexylpyrimidin-2-ol hydrochloride), [OH-].[Na+] (NaOH). The solvent is O (water). The product is C(CCCCC)C=1C=NC(=NC1)O (5-hexylpyrimidin-2-ol). Yield: 48.0%. RXN SMILES: Cl.[CH2:2]([C:8]1[CH:9]=[N:10][C:11]([OH:14])=[N:12][CH:13]=1)[CH2:3][CH2:4][CH2:5][CH2:6][CH3:7].[OH-].[Na+]>O>[CH2:2]([C:8]1[CH:9]=[N:10][C:11]([OH:14])=[N:12][CH:13]=1)[CH2:3][CH2:4][CH2:5][CH2:6][CH3:7] |f:0.1,2.3|. Reported procedure: While commercially available urea (6.0 g, 0.1 mol) and α-hexyl-β-dimethylaminoacrolein (18.3 g, 0.1 mol) were mixed with ethanol (70 ml) with stirring, conc. hydrochloric acid (50 ml) was added dropwise to the resulting solution, followed by heating under reflux for 1.5 hours, allowing the reaction mixture to stand at -20° C. for 16 hours to deposit crystals, and filtering off and drying the crystals to obtain 5-hexylpyrimidin-2-ol hydrochloride (yield: 97%). This hydrochloride was dissolved in ... Starting materials: OCCOCCCCCCBr, CC1(C)OCc2cc(C3CNC(=O)O3)ccc2O1, [H-], [Na+], O=P([O-])([O-])[O-], CN(C)C=O, O. Product: CC1(C)OCc2cc(C3CN(CCCCCCOCCO)C(=O)O3)ccc2O1. RXN SMILES: [Br:21][CH2:22][CH2:23][CH2:24][CH2:25][CH2:26][CH2:27][O:28][CH2:29][CH2:30][OH:31].[CH3:1][C:2]1([CH3:18])[O:3][CH2:4][c:5]2[c:6]([cH:8][cH:9][c:10]([CH:12]3[CH2:13][NH:14][C:15](=[O:17])[O:16]3)[cH:11]2)[O:7]1.[H-:19].[Na+:20].[O-:32][P:33](=[O:34])([O-:35])[O-:36].[O:37]=[CH:38][N:39]([CH3:40])[CH3:41].[OH2:42]>>[CH3:1][C:2]1([CH3:18])[O:3][CH2:4][c:5]2[c:6]([cH:8][cH:9][c:10]([CH:12]3[CH2:13][N:14]([CH2:22][CH2:23][CH2:24][CH2:25][CH2:26][CH2:27][O:28][CH2:29][CH2:30][OH:31])[C:15](=[O:17])[O:16]3)[cH:11]2)[O:7]1. The reactants are NC1=CC=C(C=N1)OC=1C=C(C=CC1)NC(=O)C1=NC(=CC=C1)C (N-{3-[(6-aminopyridin-3-yl)oxy]phenyl}-6-methylpyridine-2-carboxamide), C1(=CC=C(C=C1)S(=O)(=O)Cl)C (p-toluenesulfonyl chloride), N1=CC=CC=C1 (pyridine). Run at temperature 80 celsius, time 2 hour. Product: CC=1C(=NC=CC1)C(=O)NC1=CC(=CC=C1)OC=1C=NC(=CC1)NS(=O)(=O)C1=CC=C(C=C1)C (3-methyl-N-{3-[(6-{[(4-methylphenyl)sulfonyl]amino}pyridin-3-yl) oxy]phenyl}pyridine-2-carboxamide). The yield is 99.0%. Reaction SMILES: [NH2:1][C:2]1[N:7]=[CH:6][C:5]([O:8][C:9]2[CH:10]=[C:11]([NH:15][C:16]([C:18]3[CH:23]=[CH:22][CH:21]=[C:20](C)[N:19]=3)=[O:17])[CH:12]=[CH:13][CH:14]=2)=[CH:4][CH:3]=1.[C:25]1([CH3:35])[CH:30]=[CH:29][C:28]([S:31](Cl)(=[O:33])=[O:32])=[CH:27][CH:26]=1.N1C=CC=C[CH:37]=1>>[CH3:37][C:23]1[C:18]([C:16]([NH:15][C:11]2[CH:12]=[CH:13][CH:14]=[C:9]([O:8][C:5]3[CH:6]=[N:7][C:2]([NH:1][S:31]([C:28]4[CH:29]=[CH:30][C:25]([CH3:35])=[CH:26][CH:27]=4)(=[O:33])=[O:32])=[CH:3][CH:4]=3)[CH:10]=2)=[O:17])=[N:19][CH:20]=[CH:21][CH:22]=1. Reported procedure: A mixture of N-{3-[(6-aminopyridin-3-yl)oxy]phenyl}-6-methylpyridine-2-carboxamide (8.25 g, 25.8 mmol), p-toluenesulfonyl chloride (5.41 g, 28.4 mmol) and pyridine (50 mL) was stirred at 80° C. for 2 hr. The reaction solution was concentrated under reduced pressure, and ethyl acetate was added to the residue. The mixture was washed with aqueous sodium hydrogen carbonate solution, water and saturated brine, dried over anhydrous magnesium sulfate and filtrated. The filtrate was concentrated under ... The reactants are FC(C(=O)O)(F)F (Trifluoroacetic acid), FC1=CC=C(NC2=C(C(=O)OC(C)(C)C)C=CC(=C2)\C=C\C=2C=NC=CC2)C=C1 (tert-butyl 2-(4-fluoroanilino)-4-((E)-2-(pyridin-3-yl)vinyl)benzoate). Product: FC1=CC=C(NC2=C(C(=O)O)C=CC(=C2)\C=C\C=2C=NC=CC2)C=C1 (2-(4-fluoroanilino)-4-((E)-2-(pyridin-3-yl)vinyl)benzoic acid). As a reaction SMILES: FC(F)(F)C(O)=O.[F:8][C:9]1[CH:36]=[CH:35][C:12]([NH:13][C:14]2[CH:26]=[C:25](/[CH:27]=[CH:28]/[C:29]3[CH:30]=[N:31][CH:32]=[CH:33][CH:34]=3)[CH:24]=[CH:23][C:15]=2[C:16]([O:18]C(C)(C)C)=[O:17])=[CH:11][CH:10]=1>>[F:8][C:9]1[CH:10]=[CH:11][C:12]([NH:13][C:14]2[CH:26]=[C:25](/[CH:27]=[CH:28]/[C:29]3[CH:30]=[N:31][CH:32]=[CH:33][CH:34]=3)[CH:24]=[CH:23][C:15]=2[C:16]([OH:18])=[O:17])=[CH:35][CH:36]=1. Procedure details: Trifluoroacetic acid 15 ml solution of the obtained tert-butyl 2-(4-fluoroanilino)-4-((E)-2-(pyridin-3-yl)vinyl)benzoate was stirred at room temperature for 2 hours. The solvent was removed under reduced pressure, ethyl acetate and water were added to it, and it was adjusted to pH6.0 with saturated sodium hydrogen carbonate aqueous solution. The organic layer was separated and collected,dried over anhydrous magnesium sulfate, and the solvent was removed under reduced pressure to give 2-(4-fluoro...